This data is from the Open Reaction Database (ORD), a public repository of structured organic reaction records. The task is: describe an organic reaction: reactants, conditions, products, and yield Reactants: C(=O)(O)C=1SC=CC1C (2-carboxy-3-methylthiophene), [N+](=O)(O)[O-] (HNO3), C([O-])(O)=O.[Na+] (sodium bicarbonate), [N+](=O)(O)[O-] (HNO3). The solvent is FC(C(=O)O)(F)F (trifluoroacetic acid). Product: C(=O)(O)C=1SC(=CC1C)[N+](=O)[O-] (2-carboxy-3-methyl-5-nitrothiophene). The yield is 53.0%. Reaction SMILES: [C:1]([C:4]1[S:5][CH:6]=[CH:7][C:8]=1[CH3:9])([OH:3])=[O:2].[N+:10]([O-])([OH:12])=[O:11].C(=O)(O)[O-].[Na+]>FC(F)(F)C(O)=O>[C:1]([C:4]1[S:5][C:6]([N+:10]([O-:12])=[O:11])=[CH:7][C:8]=1[CH3:9])([OH:3])=[O:2] |f:2.3|. Procedure details: To a solution of 2-carboxy-3-methylthiophene (10 g, 70.3 mmol) in 80 mL of trifluoroacetic acid at 0° C. was added HNO3 (1.2 mL, 1.0 eq.) dropwise. The reaction mixture was warmed to ambient temperature and after 4 hours another 1.0 eq. of HNO3 was added. The reaction mixture was made basic with aqueous sodium bicarbonate and washed with ethyl acetate. The aqueous layer was acidified with concentrated HCl and extracted with ethyl acetate. The organic layer was dried over sodium sulfate and conce...